From a dataset of the Open Reaction Database (ORD), a public repository of structured organic reaction records. describe an organic reaction: reactants, conditions, products, and yield Reactants: C1CCOC1, CC(C)(C)[O-], CS(C)=O, Oc1ccc(Cl)c(Cl)c1, CCSc1cc(C#N)c(Cl)cn1, [K+]. The product is CCSc1cc(C#N)c(Oc2ccc(Cl)c(Cl)c2)cn1. Reaction SMILES: [CH2:28]1[O:29][CH2:30][CH2:31][CH2:32]1.[CH3:22][C:23]([CH3:24])([O-:25])[CH3:26].[CH3:33][S:34]([CH3:35])=[O:36].[Cl:13][c:14]1[cH:15][c:16]([OH:21])[cH:17][cH:18][c:19]1[Cl:20].[Cl:1][c:2]1[c:3]([C:11]#[N:12])[cH:4][c:5]([S:8][CH2:9][CH3:10])[n:6][cH:7]1.[K+:27]>>[c:2]1([O:21][c:16]2[cH:15][c:14]([Cl:13])[c:19]([Cl:20])[cH:18][cH:17]2)[c:3]([C:11]#[N:12])[cH:4][c:5]([S:8][CH2:9][CH3:10])[n:6][cH:7]1. Starting materials: C([O-])([O-])=O.[K+].[K+] (potassium carbonate), C(C)(C)(C)OC(C(C)Br)=O ((±) 2-Bromopropionic acid tert-butyl ester), FC1=C(C#N)C=CC(=C1)O (2-Fluoro-4-hydroxybenzonitrile). The solvent is CN(C=O)C (N,N-dimethyl-formamide). Reaction conditions: time 72 hour. The product is C(C)(C)(C)OC(C(C)OC1=CC(=C(C=C1)C#N)F)=O ((±)-2-(4-Cyano-3-fluoro-phenoxy)-propionic acid tert-butyl ester). The yield is 93.1%. RXN SMILES: [F:1][C:2]1[CH:9]=[C:8]([OH:10])[CH:7]=[CH:6][C:3]=1[C:4]#[N:5].C(=O)([O-])[O-].[K+].[K+].[C:17]([O:21][C:22](=[O:26])[CH:23](Br)[CH3:24])([CH3:20])([CH3:19])[CH3:18]>CN(C)C=O>[C:17]([O:21][C:22](=[O:26])[CH:23]([O:10][C:8]1[CH:7]=[CH:6][C:3]([C:4]#[N:5])=[C:2]([F:1])[CH:9]=1)[CH3:24])([CH3:20])([CH3:19])[CH3:18] |f:1.2.3|. Reported procedure: 2-Fluoro-4-hydroxybenzonitrile (1 g, 7.29 mmol) was dissolved in N,N-dimethyl-formamide (20 mL) and stirred with potassium carbonate (1.1 g, 8.0 mmol) at rt for 2 h. (±) 2-Bromopropionic acid tert-butyl ester (1.67 g, 8.0 mmol) was added and the reaction was stirred at rt for 72 hours. The reaction was quenched into dilute aqueous hydrochloric acid and extracted 2× with ethyl acetate. The pooled organics were dried (Na2SO4) and adsorbed onto silica gel, followed by purification by flash column c... Starting materials: C(C)OC=1C=C2CCCN(C2=CC1[N+](=O)[O-])C(CN(C)C)=O ({2-[6-(ethyloxy)-7-nitro-3,4-dihydro-1(2H)-quinolinyl]-2-oxoethyl}dimethylamine), [H][H] (hydrogen). The reagents and catalysts are [Pd] (Pd/C). Solvent: CO (methanol), CO (methanol). Run at time 16 hour. Product: CN(C)CC(=O)N1CCCC2=CC(=C(C=C12)N)OCC (1-[(dimethylamino)acetyl]-6-(ethyloxy)-1,2,3,4-tetrahydro-7-quinolinamine). The yield is 54.5%. As a reaction SMILES: [CH2:1]([O:3][C:4]1[CH:5]=[C:6]2[C:11](=[CH:12][C:13]=1[N+:14]([O-])=O)[N:10]([C:17](=[O:22])[CH2:18][N:19]([CH3:21])[CH3:20])[CH2:9][CH2:8][CH2:7]2)[CH3:2].[H][H]>CO.[Pd]>[CH3:21][N:19]([CH2:18][C:17]([N:10]1[C:11]2[C:6](=[CH:5][C:4]([O:3][CH2:1][CH3:2])=[C:13]([NH2:14])[CH:12]=2)[CH2:7][CH2:8][CH2:9]1)=[O:22])[CH3:20]. Procedure: A solution of {2-[6-(ethyloxy)-7-nitro-3,4-dihydro-1(2H)-quinolinyl]-2-oxoethyl}dimethylamine (5.8 g, 18.87 mmol) in degassed methanol (50.0 mL) was added to a suspension of 10% Pd/C (3.0 g, 16.36 mmol) in degassed methanol (5 mL) and maintained under a 50 psi hydrogen gas with rapid stirring for 16 hours. The suspension was purged with nitrogen, filtered through celite, all volatiles removed, and the resulting residue was purified by flash column chromatography to afford 1-[(dimethylamino)acety... Starting materials: C(C)(C)(C)OC(NC1=NC(=CC=C1)C1=CC=C(C=C1)C#N)=O ([6-(4-cyano-phenyl)-pyridin-2-yl]carbamic acid tert-butyl ester). Conditions: time 6 hour. RXN SMILES: [C:1]([O:5][C:6](=[O:22])[NH:7][C:8]1[CH:13]=[CH:12][CH:11]=[C:10]([C:14]2[CH:19]=[CH:18][C:17]([C:20]#[N:21])=[CH:16][CH:15]=2)[N:9]=1)([CH3:4])([CH3:3])[CH3:2]>CCO.N.O.[Ni]>[C:1]([O:5][C:6](=[O:22])[NH:7][C:8]1[CH:13]=[CH:12][CH:11]=[C:10]([C:14]2[CH:15]=[CH:16][C:17]([CH2:20][NH2:21])=[CH:18][CH:19]=2)[N:9]=1)([CH3:4])([CH3:2])[CH3:3] |f:2.3|. Reported procedure: A suspension of [6-(4-cyano-phenyl)-pyridin-2-yl]carbamic acid tert-butyl ester (7.0 g, 24 mmol), Raney Ni (1.0 g) in EtOH (500 mL) and NH3.H2O (10 mL) was hydrogenated under H2 (50 psi.) at 50° C. for 6 h. The catalyst was filtered off and the filtrate was concentrated to dryness to give [6-(4-aminomethyl-phenyl)-pyridin-2-yl]-carbamic acid tert-butyl ester, which was used directly in next step. 1H NMR (300 MHz, CDCl3) δ 7.83-7.92 (m, 3H), 7.70 (t, J=7.8 Hz, 1H), 7.33-7.40 (m, 4H), 3.92 (brs, 2... Yields the product C(C)(C)(C)OC(NC1=NC(=CC=C1)C1=CC=C(C=C1)CN)=O ([6-(4-aminomethyl-phenyl)-pyridin-2-yl]-carbamic acid tert-butyl ester). The solvent is CCO (EtOH), N.O (NH3.H2O). Reagents/catalysts: [Ni] (Ni).